Dataset: the Open Reaction Database (ORD), a public repository of structured organic reaction records. Task: describe an organic reaction: reactants, conditions, products, and yield The reactants are CC(C)=O, ClCc1cnc(Cl)nc1Cl, [I-], [Na+]. The product is Clc1ncc(CI)c(Cl)n1. RXN SMILES: [CH3:13][C:14](=[O:15])[CH3:16].[Cl:3][c:4]1[n:5][cH:6][c:7]([CH2:11][Cl:12])[c:8]([Cl:10])[n:9]1.[I-:2].[Na+:1]>>[I:2][CH2:11][c:7]1[cH:6][n:5][c:4]([Cl:3])[n:9][c:8]1[Cl:10]. Conditions: time 20 minute. Procedure details: A mixture of benzhydryl 7-amino-3-[2-(2-pyridyl)-vinyl]-3-cephem-4-carboxylate (trans isomer) (25 g) and N-(trimethylsilyl)acetamide (4.2 g) in ethyl acetate (20 ml) and tetrahydrofuran (10 ml) was stirred at ambient temperature for 20 minutes to give a clear solution. To the solution was added 2-ethoxyimino-2-(5-amino-1,2,4-thiadiazol-3-yl)-acetylchloride (syn isomer) (1.4 g) at -15°~-20° C. and stirred at the same temperature for 30 minutes. Water (20 ml) was added to the resulting solution, a... Isolated yield 90.4%. Solvent: C(C)(=O)OCC (ethyl acetate), O1CCCC1 (tetrahydrofuran). Yields the product C(C)ON=C(C(=O)NC1[C@@H]2N(C(=C(CS2)C=CC2=NC=CC=C2)C(=O)OC(C2=CC=CC=C2)C2=CC=CC=C2)C1=O)C1=NSC(=N1)N (benzhydryl 7-[2-ethoxyimino-2-(5-amino-1,2,4-thiadiazol-3-yl)-acetamido]-3-[2-(2-pyridyl)vinyl]-3-cephem-4-carboxylate). Starting materials: NC1[C@@H]2N(C(=C(CS2)C=CC2=NC=CC=C2)C(=O)OC(C2=CC=CC=C2)C2=CC=CC=C2)C1=O (benzhydryl 7-amino-3-[2-(2-pyridyl)-vinyl]-3-cephem-4-carboxylate), C[Si](NC(C)=O)(C)C (N-(trimethylsilyl)acetamide), O (Water), C(C)ON=C(C(=O)Cl)C1=NSC(=N1)N (2-ethoxyimino-2-(5-amino-1,2,4-thiadiazol-3-yl)-acetylchloride). Reaction SMILES: [NH2:1][CH:2]1[C:33](=[O:34])[N:4]2[C:5]([C:17]([O:19][CH:20]([C:27]3[CH:32]=[CH:31][CH:30]=[CH:29][CH:28]=3)[C:21]3[CH:26]=[CH:25][CH:24]=[CH:23][CH:22]=3)=[O:18])=[C:6]([CH:9]=[CH:10][C:11]3[CH:16]=[CH:15][CH:14]=[CH:13][N:12]=3)[CH2:7][S:8][C@H:3]12.C[Si](C)(C)NC(=O)C.[CH2:43]([O:45][N:46]=[C:47]([C:51]1[N:55]=[C:54]([NH2:56])[S:53][N:52]=1)[C:48](Cl)=[O:49])[CH3:44].O>C(OCC)(=O)C.O1CCCC1>[CH2:43]([O:45][N:46]=[C:47]([C:51]1[N:55]=[C:54]([NH2:56])[S:53][N:52]=1)[C:48]([NH:1][CH:2]1[C:33](=[O:34])[N:4]2[C:5]([C:17]([O:19][CH:20]([C:27]3[CH:32]=[CH:31][CH:30]=[CH:29][CH:28]=3)[C:21]3[CH:22]=[CH:23][CH:24]=[CH:25][CH:26]=3)=[O:18])=[C:6]([CH:9]=[CH:10][C:11]3[CH:16]=[CH:15][CH:14]=[CH:13][N:12]=3)[CH2:7][S:8][C@H:3]12)=[O:49])[CH3:44]. Reactants: ClC=1C2=C(N=CN1)CCN(C2)C2=C(C#N)C=C(C=C2)C (2-(4-chloro-7,8-dihydropyrido[4,3-d]pyrimidin-6(5H)-yl)-5-methylbenzonitrile), N1=CC=CC2=CC=C(C=C12)CN (quinolin-7-ylmethanamine), C(C)(C)N(C(C)C)CC (N,N-diisopropylethylamine). Run in C(C)#N (acetonitrile). Product: CC=1C=CC(=C(C#N)C1)N1CC2=C(N=CN=C2NCC2=CC=C3C=CC=NC3=C2)CC1 (5-Methyl-2-(4-(quinolin-7-ylmethylamino)-7,8-dihydropyrido[4,3-d]pyrimidin-6(5H)-yl)benzonitrile). As a reaction SMILES: Cl[C:2]1[C:3]2[CH2:11][N:10]([C:12]3[CH:19]=[CH:18][C:17]([CH3:20])=[CH:16][C:13]=3[C:14]#[N:15])[CH2:9][CH2:8][C:4]=2[N:5]=[CH:6][N:7]=1.[N:21]1[C:30]2[C:25](=[CH:26][CH:27]=[C:28]([CH2:31][NH2:32])[CH:29]=2)[CH:24]=[CH:23][CH:22]=1.C(N(CC)C(C)C)(C)C>C(#N)C>[CH3:20][C:17]1[CH:18]=[CH:19][C:12]([N:10]2[CH2:9][CH2:8][C:4]3[N:5]=[CH:6][N:7]=[C:2]([NH:32][CH2:31][C:28]4[CH:29]=[C:30]5[C:25]([CH:24]=[CH:23][CH:22]=[N:21]5)=[CH:26][CH:27]=4)[C:3]=3[CH2:11]2)=[C:13]([CH:16]=1)[C:14]#[N:15]. Reported procedure: A reaction mixture of 2-(4-chloro-7,8-dihydropyrido[4,3-d]pyrimidin-6(5H)-yl)-5-methylbenzonitrile (480 mg, 1.69 mmol) and quinolin-7-ylmethanamine (400 mg, 2.53 mmol) in acetonitrile (5 mL) and N,N-diisopropylethylamine (1.5 mL, 8.6 mmol) was subjected to microwave irradiation at 185° C. for 3.5 h. The reaction mixture was concentrated and the residue was purified by semi-prep HPLC (100×20.2 mm, C18 column; 30-60% acetonitrile-water [10 mM diethylamine]) to yield an off white solid. Reactants: BrCC=1C=C(C(=O)OC)C=CC1 (methyl 3-bromomethylbenzoate), C1(=CC=CC=C1)C=1NC(NC1C1=CC=CC=C1)=O (2,3-dihydro-4,5-diphenyl-1H-imidazol-2-one), Cl (HCl). Solvent: CN(C)C=O (DMF), CN(C)C=O (DMF), CN(C)C=O (DMF). Reaction conditions: temperature 50 celsius, time 30 minute. Yields the product COC(=O)C=1C=C(C=CC1)CN1C(NC(=C1C1=CC=CC=C1)C1=CC=CC=C1)=O (3-(3-methoxycarbonylphenyl)methyl-4,5-diphenyl-1H-imidazol-2-one). The yield is 25.0%. Reaction SMILES: [C:1]1([C:7]2[NH:8][C:9](=[O:18])[NH:10][C:11]=2[C:12]2[CH:17]=[CH:16][CH:15]=[CH:14][CH:13]=2)[CH:6]=[CH:5][CH:4]=[CH:3][CH:2]=1.Br[CH2:20][C:21]1[CH:22]=[C:23]([CH:28]=[CH:29][CH:30]=1)[C:24]([O:26][CH3:27])=[O:25].Cl>CN(C=O)C>[CH3:27][O:26][C:24]([C:23]1[CH:22]=[C:21]([CH2:20][N:8]2[C:7]([C:1]3[CH:2]=[CH:3][CH:4]=[CH:5][CH:6]=3)=[C:11]([C:12]3[CH:13]=[CH:14][CH:15]=[CH:16][CH:17]=3)[NH:10][C:9]2=[O:18])[CH:30]=[CH:29][CH:28]=1)=[O:25]. Procedure details: To 2,3-dihydro-4,5-diphenyl-1H-imidazol-2-one (4.76 g, 20 mmol) in 50 mL DMF was added to a suspension of Nail (0.8 g, 20 mmol) in 25 mL DMF. The suspension was stirred at ambient temperatures for 30 minutes, then heated to 50° C. for 30 minutes. A solution of methyl 3-bromomethylbenzoate (2.86 g, 12.5 mmol) in 20 mL DMF was then added and the reaction stirred for 10 min at 50° C. The mixture was poured into 1 N HCl, filtered, washed with water and dried. Chromatography on silica gel (2% EtOH in... The product is C(C)OC(CN(CC1=CC(=CC=C1)N)C([C@H](C(C)C)NC(C1=CC=CC=C1)=O)=O)=O (((2(S)-Benzoylamino-3-methylbutyryl)-(3-aminobenzyl)amino)acetic Acid Ethyl Ester). The reactants are C(C)OC(CN(CC1=CC(=CC=C1)[N+](=O)[O-])C([C@H](C(C)C)NC(C1=CC=CC=C1)=O)=O)=O (((2(S)-Benzoylamino-3-methylbutyryl)-(3-nitrobenzyl)amino)acetic Acid Ethyl Ester). The yield is 98.6%. Reported procedure: A mixture of compound 734 (1.5 g, 3.4 mmol) and 10% Pd/C (150 mg) in MeOH (35 mL) was placed under H2 (1 atm) and stirred until the reduction was complete. The H2 was replaced with nitrogen and the reaction filtered. The filtrate was concentrated to provide 1.38 g of compound 735. ##STR114## Reagents/catalysts: [Pd] (Pd/C). Run in CO (MeOH). RXN SMILES: [CH2:1]([O:3][C:4](=[O:32])[CH2:5][N:6]([C:17](=[O:31])[C@@H:18]([NH:22][C:23](=[O:30])[C:24]1[CH:29]=[CH:28][CH:27]=[CH:26][CH:25]=1)[CH:19]([CH3:21])[CH3:20])[CH2:7][C:8]1[CH:13]=[CH:12][CH:11]=[C:10]([N+:14]([O-])=O)[CH:9]=1)[CH3:2]>CO.[Pd]>[CH2:1]([O:3][C:4](=[O:32])[CH2:5][N:6]([C:17](=[O:31])[C@@H:18]([NH:22][C:23](=[O:30])[C:24]1[CH:25]=[CH:26][CH:27]=[CH:28][CH:29]=1)[CH:19]([CH3:21])[CH3:20])[CH2:7][C:8]1[CH:13]=[CH:12][CH:11]=[C:10]([NH2:14])[CH:9]=1)[CH3:2]. Run at time 3 minute. As a reaction SMILES: [CH3:1][N:2]1[CH2:6][C@@H:5]([S:7]C(=O)C)[CH2:4][C@H:3]1[C:11]([N:13]([CH3:15])[CH3:14])=[O:12].C[O-].[Na+].[ClH:19]>CO>[ClH:19].[CH3:1][N:2]1[CH2:6][C@@H:5]([SH:7])[CH2:4][C@H:3]1[C:11]([N:13]([CH3:15])[CH3:14])=[O:12] |f:1.2,5.6|. The product is Cl.CN1[C@@H](C[C@@H](C1)S)C(=O)N(C)C ((2S,4S)-1-methyl-2-dimethylaminocarbonyl-4-mercaptopyrrolidine hydrochloride). Reported procedure: (2S,4S)-1-Methyl-2-dimethylaminocarbonyl-4-acetylthiopyrrolidine (660 mg) was dissolved in methanol (6.6 ml), and a solution of sodium methoxide (155 mg) in methanol (2.2 ml) was added thereto at room temperature under nitrogen stream, followed by stirring at the same temperature for 3 minutes. To the reaction mixture, 6N hydrochloric acid (1.05 ml) was added, and the solvent was removed by distillation. The residue was dissolved in ethanol (10.5 ml), and active carbon (99 mg) was added thereto ... Solvent: CO (methanol), CO (methanol). Reactants: C[O-].[Na+] (sodium methoxide), CN1[C@@H](C[C@@H](C1)SC(C)=O)C(=O)N(C)C ((2S,4S)-1-Methyl-2-dimethylaminocarbonyl-4-acetylthiopyrrolidine), Cl (hydrochloric acid). The reactants are CO, [H][H], OC1CN(CCNc2ncccn2)CCC1NCc1ccccc1. Product: NC1CCN(CCNc2ncccn2)CC1O. As a reaction SMILES: [CH3:27][OH:28].[H:25][H:26].[c:1]1([CH2:2][NH:8][CH:9]2[CH:10]([OH:24])[CH2:11][N:12]([CH2:15][CH2:16][NH:17][c:18]3[n:19][cH:20][cH:21][cH:22][n:23]3)[CH2:13][CH2:14]2)[cH:3][cH:4][cH:5][cH:6][cH:7]1>>[NH2:8][CH:9]1[CH:10]([OH:24])[CH2:11][N:12]([CH2:15][CH2:16][NH:17][c:18]2[n:19][cH:20][cH:21][cH:22][n:23]2)[CH2:13][CH2:14]1. Product: C1(CC1)N(C(=O)[C@H]1CNCC[C@@H]1C1=CC=C(C=C1)OCCOC1=C(C=C(C=C1Cl)C)Cl)CC1=CC(=CC(=C1)CCCOC)OCCOC ((3R,4S)-N-Cyclopropyl-4-{4-[2-(2,6-dichloro-4-methylphenoxy)ethoxy]-phenyl}-N-[3-(2-methoxyethoxy)-5-(3-methoxypropyl)benzyl]piperidine-3-carboxamide). Reaction conditions: time 5 hour. Procedure details: To a solution tert-butyl (3R,4S)-3-({cyclopropyl[3-(2-methoxyethoxy)-5-(3-methoxypropyl)benzyl]amino}carbonyl)-4-{4-[2-(2,6-dichloro-4-methylphenoxy)-ethoxy]phenyl}piperidine-1-carboxylate (1 eq.) from the previous step in DCM (0.05 M) was added 4 M HCl in dioxane (10 eq.) and stirred at rt for 5 h. The reaction was concentrated in vacuo. The crude product was purified by flash column chromatography (SiO2, 5% [2 M NH3 in MeOH] in DCM) to afford the title compound as a colorless oil. 1H NMR (acet... Reactants: C1(CC1)N(C(=O)[C@H]1CN(CC[C@@H]1C1=CC=C(C=C1)OCCOC1=C(C=C(C=C1Cl)C)Cl)C(=O)OC(C)(C)C)CC1=CC(=CC(=C1)CCCOC)OCCOC (tert-butyl (3R,4S)-3-({cyclopropyl[3-(2-methoxyethoxy)-5-(3-methoxypropyl)benzyl]amino}carbonyl)-4-{4-[2-(2,6-dichloro-4-methylphenoxy)-ethoxy]phenyl}piperidine-1-carboxylate), Cl (HCl), O1CCOCC1 (dioxane). As a reaction SMILES: [CH:1]1([N:4]([CH2:39][C:40]2[CH:45]=[C:44]([CH2:46][CH2:47][CH2:48][O:49][CH3:50])[CH:43]=[C:42]([O:51][CH2:52][CH2:53][O:54][CH3:55])[CH:41]=2)[C:5]([C@@H:7]2[C@@H:12]([C:13]3[CH:18]=[CH:17][C:16]([O:19][CH2:20][CH2:21][O:22][C:23]4[C:28]([Cl:29])=[CH:27][C:26]([CH3:30])=[CH:25][C:24]=4[Cl:31])=[CH:15][CH:14]=3)[CH2:11][CH2:10][N:9](C(OC(C)(C)C)=O)[CH2:8]2)=[O:6])[CH2:3][CH2:2]1.Cl.O1CCOCC1>C(Cl)Cl>[CH:1]1([N:4]([CH2:39][C:40]2[CH:45]=[C:44]([CH2:46][CH2:47][CH2:48][O:49][CH3:50])[CH:43]=[C:42]([O:51][CH2:52][CH2:53][O:54][CH3:55])[CH:41]=2)[C:5]([C@@H:7]2[C@@H:12]([C:13]3[CH:18]=[CH:17][C:16]([O:19][CH2:20][CH2:21][O:22][C:23]4[C:28]([Cl:29])=[CH:27][C:26]([CH3:30])=[CH:25][C:24]=4[Cl:31])=[CH:15][CH:14]=3)[CH2:11][CH2:10][NH:9][CH2:8]2)=[O:6])[CH2:2][CH2:3]1. Run in C(Cl)Cl (DCM).